Dataset: the Open Reaction Database (ORD), a public repository of structured organic reaction records. Task: describe an organic reaction: reactants, conditions, products, and yield Reactants: CC=1C(=NC=CC1)[C@@H]1N[C@@H](CCC1)C1=NC=CC=C1C (3,3″-Dimethyl-1′,2′,3′,4′,5′,6′-hexahydro-cis-[2,2′;6′,2″]terpyridine), N1=CC(=CC=C1)CCOS(=O)(=O)C (methanesulfonic acid 2-pyridin-3-yl-ethyl ester), CCN(C(C)C)C(C)C (DIPEA). Solvent: CN(C)C=O (DMF). Yields the product CC=1C(=NC=CC1)[C@@H]1N([C@@H](CCC1)C1=NC=CC=C1C)CCC=1C=NC=CC1 (3,3″-Dimethyl-1′-(2-pyridin-3-yl-ethyl)-1′,2′,3′,4′,5′,6′-hexahydro-cis-[2,2′:6′,2″]terpyridine). Yield: 63.2%. As a reaction SMILES: [CH3:1][C:2]1[C:3]([C@H:8]2[CH2:13][CH2:12][CH2:11][C@@H:10]([C:14]3[C:19]([CH3:20])=[CH:18][CH:17]=[CH:16][N:15]=3)[NH:9]2)=[N:4][CH:5]=[CH:6][CH:7]=1.[N:21]1[CH:26]=[CH:25][CH:24]=[C:23]([CH2:27][CH2:28]OS(C)(=O)=O)[CH:22]=1.CCN(C(C)C)C(C)C>CN(C=O)C>[CH3:1][C:2]1[C:3]([C@H:8]2[CH2:13][CH2:12][CH2:11][C@@H:10]([C:14]3[C:19]([CH3:20])=[CH:18][CH:17]=[CH:16][N:15]=3)[N:9]2[CH2:28][CH2:27][C:23]2[CH:22]=[N:21][CH:26]=[CH:25][CH:24]=2)=[N:4][CH:5]=[CH:6][CH:7]=1. Procedure details: Using General Procedure A: A solution of 3,3″-Dimethyl-1′,2′,3′,4′,5′,6′-hexahydro-cis-[2,2′;6′,2″]terpyridine (0.219 g, 0.82 mmol), methanesulfonic acid 2-pyridin-3-yl-ethyl ester (approx. 3 mmol), KI (15 mg), and DIPEA (0.25 mL, 1.44 mmol) in DMF (3 mL was heated at 80° C. for 17 hours. Purification of the crude material by column chromatography on silica gel (CH2Cl2—CH3OH—NH4OH, 94:4:2) followed by radial chromatography on silica gel (1 mm plate, CH2Cl2—CH3OH—NH4OH, 50:1:1) provided 193 mg (6... Run in C(C)O (ethanol), C(C)O (ethanol). Reaction SMILES: O.[NH2:2]N.Br.[Br:5][C:6]1[CH:11]=[CH:10][C:9]([C:12](=[NH:14])[NH2:13])=[CH:8][CH:7]=1.[C:15]([NH:18][CH:19]([CH3:27])[C:20](=O)[C:21](OCC)=[O:22])(=[O:17])[CH3:16]>C(O)C>[Br:5][C:6]1[CH:11]=[CH:10][C:9]([C:12]2[NH:13][C:21](=[O:22])[C:20]([CH:19]([NH:18][C:15](=[O:17])[CH3:16])[CH3:27])=[N:2][N:14]=2)=[CH:8][CH:7]=1 |f:0.1,2.3|. Product: BrC1=CC=C(C=C1)C1=NN=C(C(N1)=O)C(C)NC(C)=O (N-{1-[3-(4-Bromophenyl)-5-oxo-4,5-dihydro-1,2,4-triazin-6-yl]ethyl}acetamide). Reactants: O.NN (hydrazine hydrate), Br.BrC1=CC=C(C=C1)C(N)=N (4-Bromobenzenecarboximidamide hydrobromide), C(C)(=O)NC(C(C(=O)OCC)=O)C (Ethyl 3-(acetylamino)-2-oxobutanoate). Conditions: time 1 hour. Reported procedure: 3.50 ml of hydrazine hydrate (3.60 g, 27.5 mmol) are added to 4-bromobenzenecarboximidamide hydrobromide from example 3A (11.8 g) in 150 ml of ethanol, and the mixture is stirred for 1 h. After this time, ethyl 3-(acetylamino)-2-oxobutanoate from example 4A (16.8 g) in 76 ml of ethanol is added dropwise and the reaction mixture is stirred for 3 h at a bath temperature of 80° C., subsequently overnight at 20° C. The mixture is concentrated and the residue is purified by flash chromatography (elue... Starting materials: CCCCCCCCCCCCc1ccc(S(=O)(=O)Cl)cc1, Cl, Nc1nnc(CO)s1, c1ccncc1. The product is CCCCCCCCCCCCc1ccc(S(=O)(=O)Nc2nnc(CO)s2)cc1. As a reaction SMILES: [CH2:1]([CH2:2][CH2:3][CH2:4][CH2:5][CH2:6][CH2:7][CH2:8][CH2:9][CH2:10][CH2:11][CH3:12])[c:13]1[cH:14][cH:15][c:16]([S:19](=[O:20])(=[O:21])[Cl:22])[cH:17][cH:18]1.[ClH:31].[NH2:23][c:24]1[s:25][c:26]([CH2:29][OH:30])[n:27][n:28]1.[cH:32]1[cH:33][cH:34][n:35][cH:36][cH:37]1>>[CH2:1]([CH2:2][CH2:3][CH2:4][CH2:5][CH2:6][CH2:7][CH2:8][CH2:9][CH2:10][CH2:11][CH3:12])[c:13]1[cH:14][cH:15][c:16]([S:19](=[O:20])(=[O:21])[NH:23][c:24]2[s:25][c:26]([CH2:29][OH:30])[n:27][n:28]2)[cH:17][cH:18]1. Reactants: CC(=O)O, Cc1c(Cl)nnc(C(C#N)c2ccc(F)c(C#N)c2)c1C, Cl, O. The product is Cc1c(Cl)nnc(Cc2ccc(F)c(C#N)c2)c1C. As a reaction SMILES: [CH3:24][C:25](=[O:26])[OH:27].[Cl:1][c:2]1[c:3]([CH3:21])[c:4]([CH3:20])[c:5]([CH:8]([c:9]2[cH:10][cH:11][c:12]([F:17])[c:13]([C:14]#[N:15])[cH:16]2)[C:18]#[N:19])[n:6][n:7]1.[ClH:22].[OH2:23]>>[Cl:1][c:2]1[c:3]([CH3:21])[c:4]([CH3:20])[c:5]([CH2:8][c:9]2[cH:10][cH:11][c:12]([F:17])[c:13]([C:14]#[N:15])[cH:16]2)[n:6][n:7]1. Reactants: C1=CC2=C(C=C1F)CCC(O2)C(CNCC(C3CCC=4C=C(C=CC4O3)F)O)O (nebivolol), Cl.Cl (HCl HCl). Solvent: alcohol. The product is C1=CC2=C(C=C1F)CCC(O2)C(CNCC(C3CCC=4C=C(C=CC4O3)F)O)O.Cl (nebivolol hydrochloride). Reaction SMILES: [CH:1]1[C:6]([F:7])=[CH:5][C:4]2[CH2:8][CH2:9][CH:10]([CH:12]([OH:29])[CH2:13][NH:14][CH2:15][CH:16]([OH:28])[CH:17]3[O:26][C:25]4[CH:24]=[CH:23][C:22]([F:27])=[CH:21][C:20]=4[CH2:19][CH2:18]3)[O:11][C:3]=2[CH:2]=1.[ClH:30].Cl>>[CH:23]1[C:22]([F:27])=[CH:21][C:20]2[CH2:19][CH2:18][CH:17]([CH:16]([OH:28])[CH2:15][NH:14][CH2:13][CH:12]([OH:29])[CH:10]3[O:11][C:3]4[CH:2]=[CH:1][C:6]([F:7])=[CH:5][C:4]=4[CH2:8][CH2:9]3)[O:26][C:25]=2[CH:24]=1.[ClH:30] |f:1.2,3.4|. Reported procedure: In a preferred embodiment the said form is obtained by conventional spray drying technique using a LabPlant SPD-005® spray drier. Nebivolol hydrochloride is dissolved in alcohol such as methanol under heating to obtain a clear solution or adjust pH below 2.0 of nebivolol base solution/suspension in alcohol using aqueous HCl/Alcoholic HCl/HCl gas, which is then spray dried for a period of 2 to 5 hours, and further isolating nebivolol hydrochloride Form T1.